This data is from the Open Reaction Database (ORD), a public repository of structured organic reaction records. The task is: describe an organic reaction: reactants, conditions, products, and yield The reactants are CCc1nc2c(C)cc(NC(=NS(C)(=O)=O)N(C)C)cc2n1Cc1ccc(-c2ccccc2C(=O)OC)cc1, CCO, [Na+], [OH-]. Product: CCc1nc2c(C)cc(NC(=NS(C)(=O)=O)N(C)C)cc2n1Cc1ccc(-c2ccccc2C(=O)O)cc1. RXN SMILES: [CH2:1]([CH3:2])[c:3]1[n:4][c:5]2[c:6]([n:7]1[CH2:8][c:9]1[cH:10][cH:11][c:12](-[c:15]3[c:16]([C:21](=[O:22])[O:23][CH3:24])[cH:17][cH:18][cH:19][cH:20]3)[cH:13][cH:14]1)[cH:25][c:26]([NH:30][C:31](=[N:32][S:33](=[O:34])(=[O:35])[CH3:36])[N:37]([CH3:38])[CH3:39])[cH:27][c:28]2[CH3:29].[CH3:42][CH2:43][OH:44].[Na+:41].[OH-:40]>>[CH2:1]([CH3:2])[c:3]1[n:4][c:5]2[c:6]([n:7]1[CH2:8][c:9]1[cH:10][cH:11][c:12](-[c:15]3[c:16]([C:21](=[O:22])[OH:23])[cH:17][cH:18][cH:19][cH:20]3)[cH:13][cH:14]1)[cH:25][c:26]([NH:30][C:31](=[N:32][S:33](=[O:34])(=[O:35])[CH3:36])[N:37]([CH3:38])[CH3:39])[cH:27][c:28]2[CH3:29]. Reactants: COC(=O)c1ccc2cc(C#N)ccc2c1, [K+], O=[N+]([O-])[O-], O=S(=O)(O)O. The product is COC(=O)c1cc([N+](=O)[O-])c2cc(C#N)ccc2c1. Reaction SMILES: [CH3:1][O:2][C:3](=[O:4])[c:5]1[cH:6][c:7]2[cH:8][cH:9][c:10]([C:15]#[N:16])[cH:11][c:12]2[cH:13][cH:14]1.[K+:21].[N+:17](=[O:18])([O-:19])[O-:20].[S:22](=[O:23])(=[O:24])([OH:25])[OH:26]>>[CH3:1][O:2][C:3](=[O:4])[c:5]1[cH:6][c:7]2[cH:8][cH:9][c:10]([C:15]#[N:16])[cH:11][c:12]2[c:13]([N+:17](=[O:18])[O-:19])[cH:14]1. Starting materials: O=C(c1ncc[nH]1)c1ncc[nH]1, ClCCl, O=C(O)Cn1nc(C(F)(F)F)c2c1CCCC2, NC(=O)c1ccsc1N, CN(C)C=O. Product: NC(=O)c1ccsc1NC(=O)Cn1nc(C(F)(F)F)c2c1CCCC2. RXN SMILES: [C:27]([c:28]1[nH:29][cH:30][cH:31][n:32]1)([c:33]1[nH:34][cH:35][cH:36][n:37]1)=[O:38].[Cl:39][CH2:40][Cl:41].[F:10][C:11]([c:12]1[n:13][n:14]([CH2:21][C:22](=[O:23])[OH:24])[c:15]2[c:20]1[CH2:19][CH2:18][CH2:17][CH2:16]2)([F:25])[F:26].[NH2:1][c:2]1[s:3][cH:4][cH:5][c:6]1[C:7](=[O:8])[NH2:9].[O:42]=[CH:43][N:44]([CH3:45])[CH3:46]>>[NH:1]([c:2]1[s:3][cH:4][cH:5][c:6]1[C:7](=[O:8])[NH2:9])[C:22]([CH2:21][n:14]1[n:13][c:12]([C:11]([F:10])([F:25])[F:26])[c:20]2[c:15]1[CH2:16][CH2:17][CH2:18][CH2:19]2)=[O:23]. Starting materials: CCOCC, FB(F)F, C1CCOC1, OCc1ccccc1, COC(=O)C1=COC(O)C2C(CO)=CCC12. Product: COC(=O)C1=COC(OCc2ccccc2)C2C(CO)=CCC12. As a reaction SMILES: [CH2:25]([O:26][CH2:27][CH3:28])[CH3:29].[F:30][B:31]([F:32])[F:33].[O:34]1[CH2:35][CH2:36][CH2:37][CH2:38]1.[OH:17][CH2:18][c:19]1[cH:20][cH:21][cH:22][cH:23][cH:24]1.[OH:1][CH:2]1[O:3][CH:4]=[C:5]([C:13](=[O:14])[O:15][CH3:16])[CH:6]2[CH:7]1[C:8]([CH2:11][OH:12])=[CH:9][CH2:10]2>>[O:1]([CH:2]1[O:3][CH:4]=[C:5]([C:13](=[O:14])[O:15][CH3:16])[CH:6]2[CH:7]1[C:8]([CH2:11][OH:12])=[CH:9][CH2:10]2)[CH2:18][c:19]1[cH:20][cH:21][cH:22][cH:23][cH:24]1. The reactants are C(=O)(OCC)C1=C(SC(=C1)C1=CC=CC=C1)NC(=O)NCCCl (N-(3-carboethoxy-5-phenylthien-2-yl)-N'-(chloroethyl)urea), COC1=C(C=CC=C1)N1CCNCC1 (1-(2-methoxyphenyl)piperazine), C(C)(C)N(CC)C(C)C (diisopropylethylamine). Solvent: C(C)#N (acetonitrile). The product is C(=O)(OCC)C1=C(SC(=C1)C1=CC=CC=C1)NC(=O)NCCN1CCN(CC1)C1=C(C=CC=C1)OC (N-(3-carboethoxy-5-phenylthien-2-yl)-N'-[2-[4-(2-methoxyphenyl)piperazin-1-yl]ethyl]urea). The yield is 40.5%. RXN SMILES: [C:1]([C:6]1[CH:10]=[C:9]([C:11]2[CH:16]=[CH:15][CH:14]=[CH:13][CH:12]=2)[S:8][C:7]=1[NH:17][C:18]([NH:20][CH2:21][CH2:22]Cl)=[O:19])([O:3][CH2:4][CH3:5])=[O:2].[CH3:24][O:25][C:26]1[CH:31]=[CH:30][CH:29]=[CH:28][C:27]=1[N:32]1[CH2:37][CH2:36][NH:35][CH2:34][CH2:33]1.C(N(C(C)C)CC)(C)C>C(#N)C>[C:1]([C:6]1[CH:10]=[C:9]([C:11]2[CH:16]=[CH:15][CH:14]=[CH:13][CH:12]=2)[S:8][C:7]=1[NH:17][C:18]([NH:20][CH2:21][CH2:22][N:35]1[CH2:34][CH2:33][N:32]([C:27]2[CH:28]=[CH:29][CH:30]=[CH:31][C:26]=2[O:25][CH3:24])[CH2:37][CH2:36]1)=[O:19])([O:3][CH2:4][CH3:5])=[O:2]. Procedure details: A solution of Example 5A (462 mg, 1.37 mmol), 1-(2-methoxyphenyl)piperazine (1.7 mmol), diisopropylethylamine (0.29 mL) in acetonitrile (5 mL) was processed as in Example 1B. Purification of the residue on silica gel with ethyl acetate provided 282 mg (41%) of the title compound. The reactants are COC(=O)c1ccc(CO)cc1, CC(C)=O, O=[Cr](=O)=O, O, O=S(=O)(O)O. Product: COC(=O)c1ccc(C(=O)O)cc1. RXN SMILES: [CH3:10][O:11][C:12]([c:13]1[cH:14][cH:15][c:16]([CH2:19][OH:20])[cH:17][cH:18]1)=[O:21].[CH3:23][C:24](=[O:25])[CH3:26].[O:6]=[Cr:7](=[O:8])=[O:9].[OH2:22].[S:1](=[O:2])(=[O:3])([OH:4])[OH:5]>>[OH:6][C:19]([c:16]1[cH:15][cH:14][c:13]([C:12]([O:11][CH3:10])=[O:21])[cH:18][cH:17]1)=[O:20]. Reactants: C(#N)NC(SC)=NCCSCC1=C(N=CN1)C (N-cyano-N'-[2-((4-methyl-5-imidazolyl)methylthio)-ethyl]-S-methylisothiourea), C1=C(NC=N1)CCN (histamine base). Reaction conditions: time 3 hour. The product is C(#N)NC(=NCCSCC1=C(N=CN1)C)NCCC=1N=CNC1 (N-Cyano-N'-[2-(4-imidazolyl)ethyl]-N"-[2-((4-methyl-5-imidazolyl)methylthio)ethyl]guanidine). As a reaction SMILES: [C:1]([NH:3][C:4](=[N:7][CH2:8][CH2:9][S:10][CH2:11][C:12]1[NH:16][CH:15]=[N:14][C:13]=1[CH3:17])SC)#[N:2].[CH:18]1[N:22]=[CH:21][NH:20][C:19]=1[CH2:23][CH2:24][NH2:25]>>[C:1]([NH:3][C:4]([NH:25][CH2:24][CH2:23][C:19]1[N:20]=[CH:21][NH:22][CH:18]=1)=[N:7][CH2:8][CH2:9][S:10][CH2:11][C:12]1[NH:16][CH:15]=[N:14][C:13]=1[CH3:17])#[N:2]. Reported procedure: A mixture of N-cyano-N'-[2-((4-methyl-5-imidazolyl)methylthio)-ethyl]-S-methylisothiourea (8.07 g) and histamine base (3.36 g) was heated for 3 hours at 100° and then for 3 hours at 130°-140°. The product was chromatographed on a column of silica gel with ethyl acetate/isopropyl alcohol (5:1 ) as eluent and crystallised by slow evaporation from isopropyl alcohol. Recrystallisation from water afforded the title compound, m.p. 170°-171°. (Found: C, 50.3; H, 6.2; N, 33.5; S, 9.7% C14H20N8S requires... The reactants are Br, CC1(C(=O)O)CCCCC1, COCCn1c(C)c(C)sc1=N. Product: COCCn1c(C)c(C)sc1=NC(=O)C1(C)CCCCC1. As a reaction SMILES: [BrH:1].[CH3:14][C:15]1([C:21](=[O:22])[OH:23])[CH2:16][CH2:17][CH2:18][CH2:19][CH2:20]1.[CH3:2][O:3][CH2:4][CH2:5][n:6]1[c:7](=[NH:13])[s:8][c:9]([CH3:12])[c:10]1[CH3:11]>>[CH3:2][O:3][CH2:4][CH2:5][n:6]1[c:7](=[N:13][C:21]([C:15]2([CH3:14])[CH2:16][CH2:17][CH2:18][CH2:19][CH2:20]2)=[O:22])[s:8][c:9]([CH3:12])[c:10]1[CH3:11]. Reactants: COC(=O)c1ccc2cnc(-c3c(-c4ccccc4)noc3C)n2c1, CO, [Li+], [OH-], O, O. Product: Cc1onc(-c2ccccc2)c1-c1ncc2ccc(C(=O)O)cn12. Reaction SMILES: [CH3:1][O:2][C:3](=[O:4])[c:5]1[cH:6][cH:7][c:8]2[n:9]([cH:10]1)[c:11](-[c:14]1[c:15](-[c:20]3[cH:21][cH:22][cH:23][cH:24][cH:25]3)[n:16][o:17][c:18]1[CH3:19])[n:12][cH:13]2.[CH3:30][OH:31].[Li+:28].[OH-:27].[OH2:26].[OH2:29]>>[O:2]=[C:3]([OH:4])[c:5]1[cH:6][cH:7][c:8]2[n:9]([cH:10]1)[c:11](-[c:14]1[c:15](-[c:20]3[cH:21][cH:22][cH:23][cH:24][cH:25]3)[n:16][o:17][c:18]1[CH3:19])[n:12][cH:13]2.